Dataset: the Open Reaction Database (ORD), a public repository of structured organic reaction records. Task: describe an organic reaction: reactants, conditions, products, and yield Starting materials: FC(F)(F)Oc1ccccc1Br, C1CCOC1, O=C1Nc2ccc(Cl)cc2C1=O, Cl, [Mg]. Product: O=C1Nc2ccc(Cl)cc2C1(O)c1ccccc1OC(F)(F)F. As a reaction SMILES: [Br:1][c:2]1[c:3]([O:8][C:9]([F:10])([F:11])[F:12])[cH:4][cH:5][cH:6][cH:7]1.[CH2:27]1[O:28][CH2:29][CH2:30][CH2:31]1.[Cl:14][c:15]1[cH:16][c:17]2[c:21]([cH:22][cH:23]1)[NH:20][C:19](=[O:24])[C:18]2=[O:25].[ClH:26].[Mg:13]>>[c:2]1([C:18]2([OH:25])[c:17]3[cH:16][c:15]([Cl:14])[cH:23][cH:22][c:21]3[NH:20][C:19]2=[O:24])[c:3]([O:8][C:9]([F:10])([F:11])[F:12])[cH:4][cH:5][cH:6][cH:7]1. The reactants are O (Water), [I-].C(C1=CC=CC=C1)[N+]1(CCC(CC1)=O)C (1-benzyl-1-methyl-4-oxo-piperidinium iodide), COC=1C=C(N)C=CC1OC (3,4-dimethoxy aniline), C([O-])([O-])=O.[K+].[K+] (potassium carbonate), O (water). Reagents/catalysts: C([O-])([O-])=O.[K+].[K+] (potassium carbonate). Solvent: C(C)O (ethanol). Conditions: temperature 100 celsius. Yields the product COC=1C=C(C=CC1OC)N1CCC(CC1)=O (1-(3,4-Dimethoxy-phenyl)-piperidine-4-one). Isolated yield 61.8%. Reaction SMILES: [I-].C([N+]1(C)[CH2:14][CH2:13][C:12](=[O:15])[CH2:11][CH2:10]1)C1C=CC=CC=1.[CH3:17][O:18][C:19]1[CH:20]=[C:21]([CH:23]=[CH:24][C:25]=1[O:26][CH3:27])[NH2:22].C(=O)([O-])[O-].[K+].[K+].O>C(O)C.C(=O)([O-])[O-].[K+].[K+]>[CH3:17][O:18][C:19]1[CH:20]=[C:21]([N:22]2[CH2:14][CH2:13][C:12](=[O:15])[CH2:11][CH2:10]2)[CH:23]=[CH:24][C:25]=1[O:26][CH3:27] |f:0.1,3.4.5,8.9.10|. Reported procedure: A slurry of 1-benzyl-1-methyl-4-oxo-piperidinium iodide (9270 mg), 3,4-dimethoxy aniline (3900 mg) and anhydrous potassium carbonate (437 mg) in ethanol (90 ml)/water (45 ml) were heated to reflux for 6 hours. Additional potassium carbonate (200 mg) was added and the reaction was heated to 100° C. over night. Water (50 ml) was added to the reaction mixture, which was extracted three times with DCM. The combined organic layers were washed with water and brine, dried over sodium sulfate, filtered ... RXN SMILES: Cl.[C:2]1([C:8]2[C:12]3=[C:13]([NH:17][CH2:18][CH:19]4[CH2:24][CH2:23][NH:22][CH2:21][CH2:20]4)[N:14]=[N:15][CH:16]=[C:11]3[O:10][N:9]=2)[CH:7]=[CH:6][CH:5]=[CH:4][CH:3]=1.[C:25]1([C:31]2[CH:35]=[C:34]([CH:36]=O)[O:33][N:32]=2)[CH:30]=[CH:29][CH:28]=[CH:27][CH:26]=1>>[C:2]1([C:8]2[C:12]3=[C:13]([NH:17][CH2:18][CH:19]4[CH2:24][CH2:23][N:22]([CH2:36][C:34]5[O:33][N:32]=[C:31]([C:25]6[CH:26]=[CH:27][CH:28]=[CH:29][CH:30]=6)[CH:35]=5)[CH2:21][CH2:20]4)[N:14]=[N:15][CH:16]=[C:11]3[O:10][N:9]=2)[CH:3]=[CH:4][CH:5]=[CH:6][CH:7]=1 |f:0.1|. Procedure details: According to the same procedure described in Example 35, using the compound obtained in Example 84 instead of the compound obtained in Example 11 and the aldehyde obtained in Example 7 instead of 4-phenylthiophene-2-carbaldehyde, the title compound having the following physical data was obtained. Starting materials: Cl.C1(=CC=CC=C1)C1=NOC=2C1=C(N=NC2)NCC2CCNCC2 (3-phenyl-N-(4-piperidinylmethyl)isoxazolo[4,5-d]pyridazin-4-amine Hydrochloride), C1(=CC=CC=C1)C1=NOC(=C1)C=O (3-phenyl-5-isoxazolecarbaldehyde). The product is C1(=CC=CC=C1)C1=NOC=2C1=C(N=NC2)NCC2CCN(CC2)CC2=CC(=NO2)C2=CC=CC=C2 (3-phenyl-N-({1-[(3-phenyl-5-isoxazolyl)methyl]-4-piperidinyl}methyl)isoxazolo[4,5-d]pyridazin-4-amine). RXN SMILES: [CH2:22]1[O:23][CH2:24][CH2:25][CH2:26]1.[CH3:2][C:3](=[O:4])[O-:5].[ClH:6].[F:9][c:10]1[cH:11][cH:12][c:13]([CH:20]=[O:21])[c:14]2[cH:15][cH:16][cH:17][cH:18][c:19]12.[NH2:7][OH:8].[Na+:1].[OH2:27]>>[N:7]([OH:8])=[CH:20][c:13]1[cH:12][cH:11][c:10]([F:9])[c:19]2[c:14]1[cH:15][cH:16][cH:17][cH:18]2. Product: ON=Cc1ccc(F)c2ccccc12. The reactants are C1CCOC1, CC(=O)[O-], Cl, O=Cc1ccc(F)c2ccccc12, NO, [Na+], O. Reactants: CCCCCC(=O)Cl (n-caproyl chloride), OC=1C=C(C=CC1)C12CCCC(NC1)C2 (1-(3-hydroxyphenyl)-6-azabicyclo[3,2,1]octane), [H-].[Al+3].[Li+].[H-].[H-].[H-] (lithium aluminium hydride), Cl (hydrochloric acid), [H-].[Al+3].[Li+].[H-].[H-].[H-] (lithium aluminium hydride), N (ammonia). Solvent: CN(C=O)C (dimethylformamide), C(C)N(CC)CC (triethylamine), O (water), O (water), O1CCCC1 (tetrahydrofuran). Conditions: time 4 hour. Yields the product OC=1C=C(C=CC1)C12CCCC(N(C1)CCCCCC)C2 (1-(3-hydroxyphenyl)-6-n-hexyl-6-azabicyclo[3,2,1]octane). Isolated yield 67.9%. Reaction SMILES: [CH3:1][CH2:2][CH2:3][CH2:4][CH2:5][C:6](Cl)=O.[OH:9][C:10]1[CH:11]=[C:12]([C:16]23[CH2:23][CH:20]([NH:21][CH2:22]2)[CH2:19][CH2:18][CH2:17]3)[CH:13]=[CH:14][CH:15]=1.[H-].[Al+3].[Li+].[H-].[H-].[H-].Cl.N>O1CCCC1.O.CN(C)C=O.C(N(CC)CC)C>[OH:9][C:10]1[CH:11]=[C:12]([C:16]23[CH2:23][CH:20]([N:21]([CH2:1][CH2:2][CH2:3][CH2:4][CH2:5][CH3:6])[CH2:22]2)[CH2:19][CH2:18][CH2:17]3)[CH:13]=[CH:14][CH:15]=1 |f:2.3.4.5.6.7|. Reported procedure: 0.73 g of n-caproyl chloride is added to a mixture of 0.5 g of 1-(3-hydroxyphenyl)-6-azabicyclo[3,2,1]octane, 0.62 g of triethylamine and 10 ml of dimethylformamide. The mixture is stirred at room temperature for 4 hours. Then, water is added to the mixture, and the aqueous mixture is extracted with chloroform. The chloroform extract is washed with water, dried and then evaporated to remove solvent. The residue thus obtained is dissolved in 40 ml of tetrahydrofuran. 0.9 g of lithium aluminium hy...